Dataset: the Open Reaction Database (ORD), a public repository of structured organic reaction records. Task: describe an organic reaction: reactants, conditions, products, and yield Reactants: C(C1=CC=CC=C1)N1CC(OCC1)CNC1=CC(=CC=C1)SC (4-benzyl-2-(3-methylthioanilino)methylmorpholine), CN(P(=O)(N(C)C)N(C)C)C (hexamethylphosphoramide), ClC(=O)OC1=CC=CC=C1 (phenyl chloroformate). Solvent: C1(=CC=CC=C1)C (toluene). Yields the product CSC=1C=C(NCC2CN(CCO2)C(=O)OC2=CC=CC=C2)C=CC1 (2-(3-methylthioanilino)methyl-4-phenoxycarbonylmorpholine). As a reaction SMILES: C([N:8]1[CH2:13][CH2:12][O:11][CH:10]([CH2:14][NH:15][C:16]2[CH:21]=[CH:20][CH:19]=[C:18]([S:22][CH3:23])[CH:17]=2)[CH2:9]1)C1C=CC=CC=1.CN(C)P(N(C)C)(N(C)C)=O.Cl[C:36]([O:38][C:39]1[CH:44]=[CH:43][CH:42]=[CH:41][CH:40]=1)=[O:37]>C1(C)C=CC=CC=1>[CH3:23][S:22][C:18]1[CH:17]=[C:16]([CH:21]=[CH:20][CH:19]=1)[NH:15][CH2:14][CH:10]1[O:11][CH2:12][CH2:13][N:8]([C:36]([O:38][C:39]2[CH:44]=[CH:43][CH:42]=[CH:41][CH:40]=2)=[O:37])[CH2:9]1. Procedure details: To a solution of 4-benzyl-2-(3-methylthioanilino)methylmorpholine (1.7 g.) in toluene (50 ml.) is added hexamethylphosphoramide (1 ml.) and then phenyl chloroformate (1.5 ml.). The mixture is heated under reflux for 18 hours, the toluene is then removed under reduced pressure, the oily residue is dissolved in ether and the ethereal solution is washed successively with sodium hydroxide solution, water, hydrochloric acid and water before drying over anhydrous magnesium sulphate. Evaporation of the... Starting materials: ice, CC1=CC=CC(=N1)CO ((6-methylpyridin-2-yl)methanol), C1(=CC=CC=C1)P(C1=CC=CC=C1)C1=CC=CC=C1 (triphenylphosphine), C(Br)(Br)(Br)Br (carbon tetrabromide). The solvent is ClCCl (dichloromethane). Run at time 1 hour. Yields the product BrCC1=NC(=CC=C1)C (2-(bromomethyl)-6-methylpyridine). Yield: 66.5%. As a reaction SMILES: [CH3:1][C:2]1[N:7]=[C:6]([CH2:8]O)[CH:5]=[CH:4][CH:3]=1.C1(P(C2C=CC=CC=2)C2C=CC=CC=2)C=CC=CC=1.C(Br)(Br)(Br)[Br:30]>ClCCl>[Br:30][CH2:8][C:6]1[CH:5]=[CH:4][CH:3]=[C:2]([CH3:1])[N:7]=1. Reported procedure: To an ice cooled a solution of (6-methylpyridin-2-yl)methanol (400 mg, 3.25 mmol) in dichloromethane (16 mL) under an atmosphere of dry nitrogen was added triphenylphosphine (1278 mg, 4.87 mmol) and carbon tetrabromide (1616 mg, 4.87 mmol). The mixture was stirred for 1 hour. The solvent was removed under reduced pressure and the residue was purified by chromatography on silica, eluting with 2-4% methanol in dichloromethane to give 2-(bromomethyl)-6-methylpyridine as an oil (402 mg).